This data is from the Open Reaction Database (ORD), a public repository of structured organic reaction records. The task is: describe an organic reaction: reactants, conditions, products, and yield Starting materials: ClC1=CC(=C(C=C1)C(CC1=CC=CC=C1)=O)C=1NCCN1 (4'-chloro-2'-(2-imidazolin-2-yl)-2-phenylacetophenone), N1C(=NCC1)C1=C(C=CC=C1)C1=C(SC=C1)C(=O)C=1SC=CC1C1=C(C=CC=C1)C=1NCCN1 (2-(2-imidazolin-2-yl)phenyl-2-thienyl ketone), C(CCCCC)C1=CC=C(C=C1)C(C1=C(C=CC=C1)C=1NCCN1)=O (4'-hexyl-2-(2-imidazolin-2-yl)benzophenone), NC1=CC(=C(C=O)C=C1)C=1NCCN1 (4-amino-2-(2-imidazolin-2-yl)benzaldehyde). Yields the product sulfates, C(CCCCC)C1=CC=C(C=C1)C1(N2C(C3=CC=CC=C13)=NCC2)O (5-(4-hexylphenyl)2,3-dihydro-5H-imidazo[2,1-a]isoindol-5-ol). RXN SMILES: [CH2:1]([C:7]1[CH:12]=[CH:11][C:10]([C:13](=[O:25])[C:14]2[CH:19]=[CH:18][CH:17]=[CH:16][C:15]=2[C:20]2[NH:21][CH2:22][CH2:23][N:24]=2)=[CH:9][CH:8]=1)[CH2:2][CH2:3][CH2:4][CH2:5][CH3:6].NC1C=CC(C=O)=C(C2NCCN=2)C=1.ClC1C=CC(C(=O)CC2C=CC=CC=2)=C(C2NCCN=2)C=1.N1CCN=C1C1C=CC=CC=1C1C=CSC=1C(C1SC=CC=1C1C=CC=CC=1C1NCCN=1)=O>>[CH2:1]([C:7]1[CH:8]=[CH:9][C:10]([C:13]2([OH:25])[C:14]3[C:15](=[CH:16][CH:17]=[CH:18][CH:19]=3)[C:20]3=[N:21][CH2:22][CH2:23][N:24]23)=[CH:11][CH:12]=1)[CH2:2][CH2:3][CH2:4][CH2:5][CH3:6]. Reported procedure: In a similar manner, the following sulfates are synthesized: 4'-hexyl-2-(2-imidazolin-2-yl)benzophenone; 4-amino-2-(2-imidazolin-2-yl)benzaldehyde; 4'-chloro-2'-(2-imidazolin-2-yl)-2-phenylacetophenone; and 2-(2-imidazolin-2-yl)phenyl-2-thienyl ketone which are then contacted with a base to respectively afford the following: 5-(4-hexylphenyl)2,3-dihydro-5H-imidazo[2,1-a]isoindol-5-ol; 8-amino-2,3-dihydro-5H-imidazo[2,1-a]isoindol-5-ol; 8-chloro-5-(4-ethylphenyl)-2,3-dihydro-5H-imidazo[2,1-a]isoi... Starting materials: BrCCCCCBr, COc1ccc(C(C#N)Sc2ccccn2)cc1OC, CS(C)=O, [H-], [Na+]. Product: COc1ccc(C(C#N)(CCCCCBr)Sc2ccccn2)cc1OC. RXN SMILES: [Br:23][CH2:24][CH2:25][CH2:26][CH2:27][CH2:28][Br:29].[CH3:1][O:2][c:3]1[cH:4][c:5]([CH:11]([C:12]#[N:13])[S:14][c:15]2[n:16][cH:17][cH:18][cH:19][cH:20]2)[cH:6][cH:7][c:8]1[O:9][CH3:10].[CH3:30][S:31](=[O:32])[CH3:33].[H-:21].[Na+:22]>>[CH3:1][O:2][c:3]1[cH:4][c:5]([C:11]([C:12]#[N:13])([S:14][c:15]2[n:16][cH:17][cH:18][cH:19][cH:20]2)[CH2:28][CH2:27][CH2:26][CH2:25][CH2:24][Br:23])[cH:6][cH:7][c:8]1[O:9][CH3:10]. The reactants are C(C1=CC=CC=C1)OC1=C(C(=C(C=C1)CCN)OC)OC (2-(4-benzyloxy-2-methoxy-methoxyphenyl)ethylamine), C(C)O (ethanol). The reagents and catalysts are [Pd] (palladium on carbon). Run at time 1 hour. The product is NCCC1=C(C=C(C=C1)O)OCOC (4-(2-aminoethyl)-3-methoxymethoxyphenol). RXN SMILES: C([O:8][C:9]1[CH:14]=[CH:13][C:12]([CH2:15][CH2:16][NH2:17])=[C:11]([O:18][CH3:19])[C:10]=1OC)C1C=CC=CC=1.[CH2:22]([OH:24])C>[Pd]>[NH2:17][CH2:16][CH2:15][C:12]1[CH:13]=[CH:14][C:9]([OH:8])=[CH:10][C:11]=1[O:18][CH2:19][O:24][CH3:22]. Procedure: A mixture of 18.00 g of 2-(4-benzyloxy-2-methoxy-methoxyphenyl)ethylamine, 3.6 g of 10% palladium on carbon (Degussa Inc.:E101 NE/W) and 230 mL of ethanol was stirred under a hydrogen atmosphere at room temperature for 1 hour. After the catalyst was filtered off through a diatomaceous earth, the filtrate was concentrated under reduced pressure to give 12.65 g of 4-(2-aminoethyl)-3-methoxymethoxyphenol as a colorless solid. Starting materials: Cl.NCCC1=CNC2=CC=C(C=C12)C#N (3-(2-aminoethyl)-5-cyano-1H-indole hydrochloride), Cl.C(#N)C1=CC=C(C=C1)NN (4-Cyanophenylhydrazine. Hydrochloride), CCCCCC.C(C)(=O)OCC (hexane ethyl acetate). Product: C(C)(C)(C)OC(=O)NCCC1=CNC2=CC=C(C=C12)C#N (3-[2-(N-Tert-butyloxycarbonylamino)ethyl]-5-cyano-1H-indole). Isolated yield 58.0%. As a reaction SMILES: Cl.[NH2:2][CH2:3][CH2:4][C:5]1[C:13]2[C:8](=[CH:9][CH:10]=[C:11]([C:14]#[N:15])[CH:12]=2)[NH:7][CH:6]=1.Cl.[C:17]([C:19]1[CH:24]=CC(NN)=C[CH:20]=1)#N.CCCCCC.[C:33]([O:36]CC)(=[O:35])C>>[C:19]([O:36][C:33]([NH:2][CH2:3][CH2:4][C:5]1[C:13]2[C:8](=[CH:9][CH:10]=[C:11]([C:14]#[N:15])[CH:12]=2)[NH:7][CH:6]=1)=[O:35])([CH3:24])([CH3:20])[CH3:17] |f:0.1,2.3,4.5|. Reported procedure: The title compound was prepared in 58% yield from 3-(2-aminoethyl)-5-cyano-1H-indole hydrochloride using the conditions described for Intermediate 1 (Step 3); white solid; mp 132°-134° C. (hexane-ethyl acetate); δH (250 MHz, CDCl3) 8.42 (1H, br s, indole N--H), 7.93 (1H, s, Ar--H), 7.41 (2H, s, Ar--H), 7.12 (1H, d, J=2.2 Hz, Ar--H), 4.71 (1H, br s, --NH--), 3.44 (2H, q, J=6.9 Hz, --CH2NH--), 2.94 (2H, t, J=6.9 Hz, Ar--CH2 --), 1.45 (9H, s, t-Bu); m/z (CI) 286 (M+ +1).